Dataset: the Open Reaction Database (ORD), a public repository of structured organic reaction records. Task: describe an organic reaction: reactants, conditions, products, and yield Reactants: C1CC1, CCN(C(C)C)C(C)C, O=S(=O)(Cl)C1CC1, ClCCl, Cl, [Na+], O=C([O-])O, O=S(=O)(Cl)Cl, CC(C)(C)OC(=O)NC1CCN(c2ncc3cnc4[nH]ccc4n23)C1. The product is O=S(=O)(NC1CCN(c2ncc3cnc4[nH]ccc4n23)C1)C1CC1. Reaction SMILES: [CH2:48]1[CH2:49][CH2:50]1.[CH:27]([N:28]([CH2:29][CH3:30])[CH:31]([CH3:32])[CH3:33])([CH3:34])[CH3:35].[CH:36]1([S:39](=[O:40])(=[O:41])[Cl:42])[CH2:37][CH2:38]1.[Cl:56][CH2:57][Cl:58].[ClH:26].[Na+:55].[O-:51][C:52]([OH:53])=[O:54].[S:43]([Cl:44])([Cl:45])(=[O:46])=[O:47].[c:1]1([N:13]2[CH2:14][CH:15]([NH:18][C:19](=[O:20])[O:21][C:22]([CH3:23])([CH3:24])[CH3:25])[CH2:16][CH2:17]2)[n:2][cH:3][c:4]2[n:5]1[c:6]1[c:7]([n:8][cH:9]2)[nH:10][cH:11][cH:12]1>>[c:1]1([N:13]2[CH2:14][CH:15]([NH:18][S:39]([CH:36]3[CH2:37][CH2:38]3)(=[O:40])=[O:41])[CH2:16][CH2:17]2)[n:2][cH:3][c:4]2[n:5]1[c:6]1[c:7]([n:8][cH:9]2)[nH:10][cH:11][cH:12]1. Starting materials: OCCCOC/C=C/C1=CC2=C(OCCO2)C=C1 (trans-2,3-dihydro-6-[3-(3-hydroxypropoxy)prop-1-en-1-yl]benzo[1,4]dioxine), II (diiodine), C1(=CC=CC=C1)P(C1=CC=CC=C1)C1=CC=CC=C1 (triphenylphosphine), N1C=NC=C1 (imidazole). Solvent: C1(=CC=CC=C1)C (toluene). The product is ICCCOC/C=C/C1=CC2=C(OCCO2)C=C1 (trans-2,3-dihydro-6-[3-(3-iodopropoxy)prop-1-en-1-yl]benzo[1,4]dioxine). The yield is 193.6%. As a reaction SMILES: O[CH2:2][CH2:3][CH2:4][O:5][CH2:6]/[CH:7]=[CH:8]/[C:9]1[CH:18]=[CH:17][C:12]2[O:13][CH2:14][CH2:15][O:16][C:11]=2[CH:10]=1.C1(P(C2C=CC=CC=2)C2C=CC=CC=2)C=CC=CC=1.N1C=CN=C1.[I:43]I>C1(C)C=CC=CC=1>[I:43][CH2:2][CH2:3][CH2:4][O:5][CH2:6]/[CH:7]=[CH:8]/[C:9]1[CH:18]=[CH:17][C:12]2[O:13][CH2:14][CH2:15][O:16][C:11]=2[CH:10]=1. Procedure details: Following the procedure described in example 7§C, but starting from trans-2,3-dihydro-6-[3-(3-hydroxypropoxy)prop-1-en-1-yl]benzo[1,4]dioxine (280 mg), triphenylphosphine (455 mg), imidazole (114 mg) and diiodine (355 mg) in toluene (2.6 mL) affords 780 mg of trans-2,3-dihydro-6-[3-(3-iodopropoxy)prop-1-en-1-yl]benzo[1,4]dioxine as a clear oil used without further purification. Starting materials: CN1CCN(CC1)CC1=NN=C(O1)C=1C(=NC(=NC1)NCCC1=CC=NC=C1)OCC[Si](C)(C)C (5-[5-(4-methylpiperazinyl)methyl[1,3,4]oxadiazol-2-yl]-2-[2-(4-pyridyl)ethylamino]-4-(2-trimethylsilylethoxy)pyrimidine), CCCC[N+](CCCC)(CCCC)CCCC.[F-].C1CCOC1 (TBAF THF). Run in C1CCOC1 (THF). Reaction conditions: time 5 hour. Product: OC1=NC(=NC=C1C=1OC(=NN1)CN1CCN(CC1)C)NCCC1=CC=NC=C1 (4-hydroxy-5-[5-(4-methylpiperazinyl)methyl[1,3,4]oxadiazol-2-yl]-2-[2-(4-pyridyl)ethylamino]pyrimidine). Yield: 56.0%. As a reaction SMILES: [CH3:1][N:2]1[CH2:7][CH2:6][N:5]([CH2:8][C:9]2[O:13][C:12]([C:14]3[C:15]([O:29]CC[Si](C)(C)C)=[N:16][C:17]([NH:20][CH2:21][CH2:22][C:23]4[CH:28]=[CH:27][N:26]=[CH:25][CH:24]=4)=[N:18][CH:19]=3)=[N:11][N:10]=2)[CH2:4][CH2:3]1.CCCC[N+](CCCC)(CCCC)CCCC.[F-].C1COCC1>C1COCC1>[OH:29][C:15]1[C:14]([C:12]2[O:13][C:9]([CH2:8][N:5]3[CH2:4][CH2:3][N:2]([CH3:1])[CH2:7][CH2:6]3)=[N:10][N:11]=2)=[CH:19][N:18]=[C:17]([NH:20][CH2:21][CH2:22][C:23]2[CH:24]=[CH:25][N:26]=[CH:27][CH:28]=2)[N:16]=1 |f:1.2.3|. Reported procedure: To 80 mL of THF, 5-[5-(4-methylpiperazinyl)methyl[1,3,4]oxadiazol-2-yl]-2-[2-(4-pyridyl)ethylamino]-4-(2-trimethylsilylethoxy)pyrimidine (3.83 g, 7.71 mmol) obtained in Step 3 was dissolved, then TBAF-THF solution (1.0 mol/L, 15.8 mL, 15.8 mmol) was added thereto, followed by stirring at a temperature between room temperature and 50° C. in total of 5 hours. After completion of the reaction was confirmed by thin-layer chromatography, the reaction mixture was concentrated under reduced pressure an... Reactants: O=c1[nH]nc(Cl)c2cc(Br)ccc12, CNCc1ccccc1, CCOC(C)=O, O=C(C=Cc1ccccc1)C=Cc1ccccc1, O=C(C=Cc1ccccc1)C=Cc1ccccc1, O=C(C=Cc1ccccc1)C=Cc1ccccc1, [Pd], [Pd]. Product: CN(Cc1ccccc1)c1ccc2c(=O)[nH]nc(Cl)c2c1. Reaction SMILES: [Br:1][c:2]1[cH:3][c:4]2[c:5]([Cl:13])[n:6][nH:7][c:8](=[O:12])[c:9]2[cH:10][cH:11]1.[CH2:14]([c:15]1[cH:16][cH:17][cH:18][cH:19][cH:20]1)[NH:21][CH3:22].[CH3:23][CH2:24][O:25][C:26]([CH3:27])=[O:28].[O:31]=[C:32]([CH:33]=[CH:34][c:35]1[cH:36][cH:37][cH:38][cH:39][cH:40]1)[CH:41]=[CH:42][c:43]1[cH:44][cH:45][cH:46][cH:47][cH:48]1.[O:49]=[C:50]([CH:51]=[CH:52][c:53]1[cH:54][cH:55][cH:56][cH:57][cH:58]1)[CH:59]=[CH:60][c:61]1[cH:62][cH:63][cH:64][cH:65][cH:66]1.[O:67]=[C:68]([CH:69]=[CH:70][c:71]1[cH:72][cH:73][cH:74][cH:75][cH:76]1)[CH:77]=[CH:78][c:79]1[cH:80][cH:81][cH:82][cH:83][cH:84]1.[Pd:29].[Pd:30]>>[c:2]1([N:21]([CH2:14][c:15]2[cH:16][cH:17][cH:18][cH:19][cH:20]2)[CH3:22])[cH:3][c:4]2[c:5]([Cl:13])[n:6][nH:7][c:8](=[O:12])[c:9]2[cH:10][cH:11]1. The reactants are C[Si](C)(C)[O-], [K+], C1CCOC1, COC(=O)c1cc2ccc3[nH]ccc3c2[nH]1. Yields the product O=C(O)c1cc2ccc3[nH]ccc3c2[nH]1. RXN SMILES: [CH3:17][Si:18]([CH3:19])([CH3:20])[O-:21].[K+:22].[O:23]1[CH2:24][CH2:25][CH2:26][CH2:27]1.[nH:1]1[c:2]([C:13](=[O:14])[O:15][CH3:16])[cH:3][c:4]2[cH:5][cH:6][c:7]3[nH:8][cH:9][cH:10][c:11]3[c:12]12>>[nH:1]1[c:2]([C:13](=[O:14])[OH:15])[cH:3][c:4]2[cH:5][cH:6][c:7]3[nH:8][cH:9][cH:10][c:11]3[c:12]12.